Dataset: the Open Reaction Database (ORD), a public repository of structured organic reaction records. Task: describe an organic reaction: reactants, conditions, products, and yield Reactants: N#Cc1ccc(COCCBr)cc1, CC#N, O=C(OC1CN2CCC1CC2)C1(c2ccccc2)CCCCCC1. Product: [Br-], N#Cc1ccc(COCC[N+]23CCC(CC2)C(OC(=O)C2(c4ccccc4)CCCCCC2)C3)cc1. Reaction SMILES: [Br:1][CH2:2][CH2:3][O:4][CH2:5][c:6]1[cH:7][cH:8][c:9]([C:10]#[N:11])[cH:12][cH:13]1.[CH3:38][C:39]#[N:40].[N:14]12[CH2:15][CH:16]([O:22][C:23](=[O:24])[C:25]3([c:32]4[cH:33][cH:34][cH:35][cH:36][cH:37]4)[CH2:26][CH2:27][CH2:28][CH2:29][CH2:30][CH2:31]3)[CH:17]([CH2:18][CH2:19]1)[CH2:20][CH2:21]2>>[Br-:1].[CH2:2]([CH2:3][O:4][CH2:5][c:6]1[cH:7][cH:8][c:9]([C:10]#[N:11])[cH:12][cH:13]1)[N+:14]12[CH2:15][CH:16]([O:22][C:23](=[O:24])[C:25]3([c:32]4[cH:33][cH:34][cH:35][cH:36][cH:37]4)[CH2:26][CH2:27][CH2:28][CH2:29][CH2:30][CH2:31]3)[CH:17]([CH2:18][CH2:19]1)[CH2:20][CH2:21]2.